From a dataset of the Open Reaction Database (ORD), a public repository of structured organic reaction records. describe an organic reaction: reactants, conditions, products, and yield The reactants are BrCCOc1cccc(-c2noc3ccsc23)c1, O=C([O-])[O-], c1ccc2c(c1)CCNC2, CC#N, [K+], [K+]. The product is c1cc(OCCN2CCc3ccccc3C2)cc(-c2noc3ccsc23)c1. Reaction SMILES: [Br:1][CH2:2][CH2:3][O:4][c:5]1[cH:6][c:7](-[c:11]2[n:12][o:13][c:14]3[c:15]2[s:16][cH:17][cH:18]3)[cH:8][cH:9][cH:10]1.[C:19](=[O:20])([O-:21])[O-:22].[CH2:25]1[NH:26][CH2:27][CH2:28][c:29]2[cH:30][cH:31][cH:32][cH:33][c:34]21.[CH3:35][C:36]#[N:37].[K+:23].[K+:24]>>[CH2:2]([CH2:3][O:4][c:5]1[cH:6][c:7](-[c:11]2[n:12][o:13][c:14]3[c:15]2[s:16][cH:17][cH:18]3)[cH:8][cH:9][cH:10]1)[N:26]1[CH2:25][c:34]2[c:29]([cH:30][cH:31][cH:32][cH:33]2)[CH2:28][CH2:27]1. Starting materials: O=C(C(=O)O)CCC (2-oxopentanoic acid), Cl.N1[C@H](C(=O)OCC2=CC=CC=C2)CCC1 (benzyl prolinate hydrochloride), C1(CCCCC1)N=C=NC1CCCCC1 (dicyclohexylcarbodiimide), C(C)(C)N(CC)C(C)C (diisopropylethylamine), C(C)(C)N(CC)C(C)C (diisopropylethylamine). The solvent is ClCCl (dichloromethane), ClCCl (dichloromethane). Run at time 4 hour. Yields the product O=C(C(=O)N1[C@H](C(=O)OCC2=CC=CC=C2)CCC1)CCC (Benzyl N-(2-oxopentanoyl)prolinate). As a reaction SMILES: Cl.[NH:2]1[CH2:16][CH2:15][CH2:14][C@H:3]1[C:4]([O:6][CH2:7][C:8]1[CH:13]=[CH:12][CH:11]=[CH:10][CH:9]=1)=[O:5].C1(N=C=NC2CCCCC2)CCCCC1.C(N(C(C)C)CC)(C)C.[O:41]=[C:42]([CH2:46][CH2:47][CH3:48])[C:43](O)=[O:44]>ClCCl>[O:41]=[C:42]([CH2:46][CH2:47][CH3:48])[C:43]([N:2]1[CH2:16][CH2:15][CH2:14][C@H:3]1[C:4]([O:6][CH2:7][C:8]1[CH:9]=[CH:10][CH:11]=[CH:12][CH:13]=1)=[O:5])=[O:44] |f:0.1|. Reported procedure: 8.8 g benzyl prolinate hydrochloride, 9.78 g dicyclohexylcarbodiimide and 6.12 g diisopropylethylamine were reacted together in 50 mL dichloromethane at 0°. 5.51 g 2-oxopentanoic acid in 10 mL dichloromethane was added dropwise at 0°. The pH of the reaction was adjusted to between 8 and 9 with diisopropylethylamine. The reaction mixture was stirred for four hours at 0°, then room temperature overnight. The next day, the reaction mixture was filtered, concentrated to dryness, and partitioned betw... The reactants are O1[C@@H](CCC1)[C@@H](CC=C)OCC=O (({(1R)-1-[(2S)-Tetrahydrofuran-2-yl]but-3-en-1-yl}oxy)acetaldehyde), ON=CCOC(CC=C)[C@H]1[C@@H](C1)C (N-hydroxy-2-({1-[(1R,2R)-2-methylcyclopropyl]but-3-en-1-yl}oxy)ethanimine). Product: ON=CCO[C@H](CC=C)[C@H]1OCCC1 (N-hydroxy-2-({(1R)-1-[(2S)-tetrahydrofuran-2-yl]but-3-en-1-yl}oxy)ethanimine). As a reaction SMILES: [O:1]1[CH2:5][CH2:4][CH2:3][C@H:2]1[C@H:6]([O:10][CH2:11][CH:12]=O)[CH2:7][CH:8]=[CH2:9].[OH:14][N:15]=CCOC([C@@H]1C[C@H]1C)CC=C>>[OH:14][N:15]=[CH:12][CH2:11][O:10][C@@H:6]([C@@H:2]1[CH2:3][CH2:4][CH2:5][O:1]1)[CH2:7][CH:8]=[CH2:9]. Procedure details: ({(1R)-1-[(2S)-Tetrahydrofuran-2-yl]but-3-en-1-yl}oxy)acetaldehyde (C97) was converted to the product using the method described for the synthesis of N-hydroxy-2-({1-[(1R,2R)-2-methylcyclopropyl]but-3-en-1-yl}oxy)ethanimine (C84) in Example 20. Yield: 4.7 g, 23.6 mmol, 65% over 2 steps from (C95). Reactants: [Na] (sodium), COC1=CC=C(C=C1)C(CC(=O)O)CC(=O)O (3-(4-methoxyphenyl)glutaric acid), C(C)S (ethanethiol). Solvent: CN(C=O)C (dimethylformamide), CN(C=O)C (dimethylformamide), CN(C=O)C (dimethylformamide). Conditions: time 15 minute. Product: OC1=CC=C(C=C1)C(CC(=O)O)CC(=O)O (3-(4-hydroxyphenyl)glutaric acid). The yield is 81.5%. Reaction SMILES: [Na].C(S)C.C[O:6][C:7]1[CH:12]=[CH:11][C:10]([CH:13]([CH2:18][C:19]([OH:21])=[O:20])[CH2:14][C:15]([OH:17])=[O:16])=[CH:9][CH:8]=1>CN(C)C=O>[OH:6][C:7]1[CH:12]=[CH:11][C:10]([CH:13]([CH2:18][C:19]([OH:21])=[O:20])[CH2:14][C:15]([OH:17])=[O:16])=[CH:9][CH:8]=1 |^1:0|. Procedure: To a stirred suspension of 57% sodium hydrideparaffin (6.45 g), in dry dimethylformamide (70 ml) is slowly added ethanethiol (11.89 ml) in dry dimethylformamide (20 ml). After stirring the resultant slurry for 15 minutes, a solution of 3-(4-methoxyphenyl)glutaric acid (3.0 g) in dry dimethylformamide (20 ml) is added. The slurry is heated in a bath at 165°to C. for 5.0 hours and most of the solvent is removed by distillation in vacuo. The residue is diluted with water, acidified with concentrate... The reactants are FC([C@@H]1CC[C@H](CC1)C(=O)N1[C@H](CCC1)COC=1C(=NC=CC1)C(=O)N)(F)F (3-(((R)-1-(trans-4-(trifluoromethyl)cyclohexanecarbonyl)pyrrolidin-2-yl)methoxy)picolinamide), C1(=CC=CC=C1)P(C1=CC=CC=2C(C3=CC=CC(=C3OC12)P(C1=CC=CC=C1)C1=CC=CC=C1)(C)C)C1=CC=CC=C1 (4,5-Bis(diphenylphosphino)-9,9-dimethylxanthene), C([O-])([O-])=O.[Cs+].[Cs+] (cesium carbonate), BrC1=NC=CC=C1 (2-bromopyridine). The reagents and catalysts are C=1C=CC(=CC1)/C=C/C(=O)/C=C/C2=CC=CC=C2.C=1C=CC(=CC1)/C=C/C(=O)/C=C/C2=CC=CC=C2.C=1C=CC(=CC1)/C=C/C(=O)/C=C/C2=CC=CC=C2.[Pd].[Pd] (tris(dibenzylideneacetone)dipalladium). Run in O1CCOCC1 (1,4-dioxane), O (water). The product is N1=C(C=CC=C1)NC(C1=NC=CC=C1OC[C@@H]1N(CCC1)C(=O)[C@@H]1CC[C@H](CC1)C(F)(F)F)=O (N-(pyridin-2-yl)-3-(((R)-1-(trans-4-(trifluoromethyl)cyclohexanecarbonyl)pyrrolidin-2-yl)methoxy)picolinamide). RXN SMILES: [F:1][C:2]([F:28])([F:27])[C@H:3]1[CH2:8][CH2:7][C@H:6]([C:9]([N:11]2[CH2:15][CH2:14][CH2:13][C@@H:12]2[CH2:16][O:17][C:18]2[C:19]([C:24]([NH2:26])=[O:25])=[N:20][CH:21]=[CH:22][CH:23]=2)=[O:10])[CH2:5][CH2:4]1.C1(P(C2C=CC=CC=2)C2C3OC4C(=CC=CC=4P(C4C=CC=CC=4)C4C=CC=CC=4)C(C)(C)C=3C=CC=2)C=CC=CC=1.C(=O)([O-])[O-].[Cs+].[Cs+].Br[C:78]1[CH:83]=[CH:82][CH:81]=[CH:80][N:79]=1>O1CCOCC1.C1C=CC(/C=C/C(/C=C/C2C=CC=CC=2)=O)=CC=1.C1C=CC(/C=C/C(/C=C/C2C=CC=CC=2)=O)=CC=1.C1C=CC(/C=C/C(/C=C/C2C=CC=CC=2)=O)=CC=1.[Pd].[Pd].O>[N:79]1[CH:80]=[CH:81][CH:82]=[CH:83][C:78]=1[NH:26][C:24](=[O:25])[C:19]1[C:18]([O:17][CH2:16][C@H:12]2[CH2:13][CH2:14][CH2:15][N:11]2[C:9]([C@H:6]2[CH2:7][CH2:8][C@H:3]([C:2]([F:1])([F:27])[F:28])[CH2:4][CH2:5]2)=[O:10])=[CH:23][CH:22]=[CH:21][N:20]=1 |f:2.3.4,7.8.9.10.11|. Reported procedure: To a stirred mixture of 3-(((R)-1-(trans-4-(trifluoromethyl)cyclohexanecarbonyl)pyrrolidin-2-yl)methoxy)picolinamide (30 mg, 0.08 mmol, EXAMPLE 75 Step 1), 4,5-Bis(diphenylphosphino)-9,9-dimethylxanthene (XANTPHOS) (3.47 mg, 6.00 micromol), cesium carbonate (0.10 g, 0.30 mmol), and tris(dibenzylideneacetone)dipalladium (Pd2(dba)3) (1.56 mg, 1.50 micromol) in 1,4-dioxane (2 mL) was added 2-bromopyridine (14 mg, 0.09 mmol) at room temperature. After being stirred at 120° C. for 12 h under microwav... The product is COC(=O)C1(c2ccc(O)c([N+](=O)[O-])c2)CC1. Starting materials: BrB(Br)Br, COC(=O)C1(c2ccc(OC)c([N+](=O)[O-])c2)CC1, ClCCl, O. RXN SMILES: [B:19]([Br:20])([Br:21])[Br:22].[CH3:1][O:2][C:3](=[O:4])[C:5]1([c:8]2[cH:9][c:10]([N+:16](=[O:17])[O-:18])[c:11]([O:14][CH3:15])[cH:12][cH:13]2)[CH2:6][CH2:7]1.[Cl:24][CH2:25][Cl:26].[OH2:23]>>[CH3:1][O:2][C:3](=[O:4])[C:5]1([c:8]2[cH:9][c:10]([N+:16](=[O:17])[O-:18])[c:11]([OH:14])[cH:12][cH:13]2)[CH2:6][CH2:7]1. The reactants are C1CCNCC1, [I-], [K+], [K+], [OH-], O, N#CC(CCBr)(c1ccccc1)c1ccccc1. Yields the product N#CC(CCN1CCCCC1)(c1ccccc1)c1ccccc1. Reaction SMILES: [CH2:1]1[CH2:2][CH2:3][NH:4][CH2:5][CH2:6]1.[I-:8].[K+:10].[K+:7].[OH-:9].[OH2:29].[c:11]1([C:17]([C:18]#[N:19])([CH2:20][CH2:21][Br:22])[c:23]2[cH:24][cH:25][cH:26][cH:27][cH:28]2)[cH:12][cH:13][cH:14][cH:15][cH:16]1>>[CH2:1]1[CH2:2][CH2:3][N:4]([CH2:21][CH2:20][C:17]([c:11]2[cH:12][cH:13][cH:14][cH:15][cH:16]2)([C:18]#[N:19])[c:23]2[cH:24][cH:25][cH:26][cH:27][cH:28]2)[CH2:5][CH2:6]1.